This data is from the Open Reaction Database (ORD), a public repository of structured organic reaction records. The task is: describe an organic reaction: reactants, conditions, products, and yield The reactants are N=C=N (carbodiimide), C(C1=CC=CC=C1)C(C(=O)O)CC1=CC=CC=C1 (dibenzylacetic acid), NC(C(C(CC1=CC=CC=C1)NC(=O)OC(C)(C)C)O)CC1=CC=CC=C1 (4-Amino-2 -(t-butyloxycarbonylamino)-1,5-diphenyl-3-hydroxypentane). The product is C(C)(C)(C)OC(=O)NC(CC1=CC=CC=C1)C(C(CC1=CC=CC=C1)NC(C(CC1=CC=CC=C1)CC1=CC=CC=C1)=O)O (2(t-Butyloxycarbonylamino)-4-(N-(3-phenyl-2-(phenylmethyl)propionyl)amino)-1,5-diphenyl-3-hydroxypentane). Reaction SMILES: N=C=N.[CH2:4]([CH:11]([CH2:15][C:16]1[CH:21]=[CH:20][CH:19]=[CH:18][CH:17]=1)[C:12]([OH:14])=O)[C:5]1[CH:10]=[CH:9][CH:8]=[CH:7][CH:6]=1.[NH2:22][CH:23]([CH2:42][C:43]1[CH:48]=[CH:47][CH:46]=[CH:45][CH:44]=1)[CH:24]([OH:41])[CH:25]([NH:33][C:34]([O:36][C:37]([CH3:40])([CH3:39])[CH3:38])=[O:35])[CH2:26][C:27]1[CH:32]=[CH:31][CH:30]=[CH:29][CH:28]=1>>[C:37]([O:36][C:34]([NH:33][CH:25]([CH:24]([OH:41])[CH:23]([NH:22][C:12](=[O:14])[CH:11]([CH2:4][C:5]1[CH:6]=[CH:7][CH:8]=[CH:9][CH:10]=1)[CH2:15][C:16]1[CH:21]=[CH:20][CH:19]=[CH:18][CH:17]=1)[CH2:42][C:43]1[CH:44]=[CH:45][CH:46]=[CH:47][CH:48]=1)[CH2:26][C:27]1[CH:28]=[CH:29][CH:30]=[CH:31][CH:32]=1)=[O:35])([CH3:40])([CH3:38])[CH3:39]. Procedure details: According to the carbodiimide coupling procedure of Example 55, dibenzylacetic acid was coupled to the resultant compound of Example 11 to give the desired compound. Starting materials: NC=1C=C(C#N)C=CC1 (3-Aminobenzonitrile), Cl.ClCCNCCCl (bis(2-chloroethyl)amine hydrochloride). Solvent: C=1(C(=CC=CC1)C)C (xylene), [OH-].[Na+] (sodium hydroxide). Reaction conditions: temperature 155 celsius, time 5 hour. Product: C(#N)C=1C=C(C=CC1)N1CCNCC1 (1-(3-Cyanophenyl)piperazine). The yield is 32.7%. As a reaction SMILES: [NH2:1][C:2]1[CH:3]=[C:4]([CH:7]=[CH:8][CH:9]=1)[C:5]#[N:6].Cl.Cl[CH2:12][CH2:13][NH:14][CH2:15][CH2:16]Cl>C1(C)C(C)=CC=CC=1.[OH-].[Na+]>[C:5]([C:4]1[CH:3]=[C:2]([N:1]2[CH2:16][CH2:15][NH:14][CH2:13][CH2:12]2)[CH:9]=[CH:8][CH:7]=1)#[N:6] |f:1.2,4.5|. Procedure details: 3-Aminobenzonitrile (6.1 g, 52 mmol) and bis(2-chloroethyl)amine hydrochloride (10 g, 57 mmol) were dissolved in xylene (100 ml), and the resulting solution was stirred at 150 to 160° C. for 5 hours. Supernatant fluid of the reaction solution was discarded, the remaining residue was dissolved in sodium hydroxide aqueous solution (1 N) and then the reaction product was extracted therefrom with ethyl acetate. The extract was washed with saturated brine, and then the compound obtained by the evapor...